Dataset: the Open Reaction Database (ORD), a public repository of structured organic reaction records. Task: describe an organic reaction: reactants, conditions, products, and yield The reactants are CN(C(=O)CCCCSc1nc2ccccc2n1CC(=O)OC(C)(C)C)c1ccccc1, ClCCl, O=C(O)C(F)(F)F. The product is CN(C(=O)CCCCSc1nc2ccccc2n1CC(=O)O)c1ccccc1. As a reaction SMILES: [CH3:1][N:2]([C:3](=[O:4])[CH2:5][CH2:6][CH2:7][CH2:8][S:9][c:10]1[n:11][c:12]2[c:13]([n:14]1[CH2:15][C:16](=[O:17])[O:18][C:19]([CH3:20])([CH3:21])[CH3:22])[cH:23][cH:24][cH:25][cH:26]2)[c:27]1[cH:28][cH:29][cH:30][cH:31][cH:32]1.[Cl:40][CH2:41][Cl:42].[F:33][C:34]([F:35])([F:36])[C:37]([OH:38])=[O:39]>>[CH3:1][N:2]([C:3](=[O:4])[CH2:5][CH2:6][CH2:7][CH2:8][S:9][c:10]1[n:11][c:12]2[c:13]([n:14]1[CH2:15][C:16](=[O:17])[OH:18])[cH:23][cH:24][cH:25][cH:26]2)[c:27]1[cH:28][cH:29][cH:30][cH:31][cH:32]1. The reactants are BrC=1C(=NC=CC1C)Cl (3-bromo-2-chloro-4-methylpyridine), C(C)O (ethanol), [H-].[Na+] (Sodium hydride). Solvent: CN(C)C=O (DMF). Run at temperature 100 celsius, time 5 hour. Yields the product BrC=1C(=NC=CC1C)OCC (3-bromo-2-ethoxy-4-methylpyridine). Yield: 40.0%. Reaction SMILES: [Br:1][C:2]1[C:3](Cl)=[N:4][CH:5]=[CH:6][C:7]=1[CH3:8].[CH2:10]([OH:12])[CH3:11].[H-].[Na+]>CN(C=O)C>[Br:1][C:2]1[C:3]([O:12][CH2:10][CH3:11])=[N:4][CH:5]=[CH:6][C:7]=1[CH3:8] |f:2.3|. Reported procedure: 3-bromo-2-chloro-4-methylpyridine obtained in Preparation Example 37(1) (1 g) was added to a mixed solvent of ethanol (2 mL) and DMF (5.6 mL). Sodium hydride (60% oil dispersion, 58 mg) was added to the solution, and the mixture was stirred at 100° C. for five hours. The reaction mixture was partitioned by adding ethyl acetate and water. The organic layer was dried over anhydrous magnesium sulfate. The desiccant was removed by filtration, and the filtrate was concentrated under reduced pressure.... Starting materials: CCOC(=O)Cl, CN1CCC(=C2c3ccccc3CCc3cccnc32)CC1, O, c1ccccc1. Product: CCOC(=O)N1CCC(=C2c3ccccc3CCc3cccnc32)CC1. Reaction SMILES: [CH2:1]([CH3:2])[O:3][C:4](=[O:5])[Cl:6].[CH3:7][N:8]1[CH2:9][CH2:10][C:11](=[C:14]2[c:15]3[c:16]([cH:25][cH:26][cH:27][cH:28]3)[CH2:17][CH2:18][c:19]3[c:20]2[n:21][cH:22][cH:23][cH:24]3)[CH2:12][CH2:13]1.[OH2:29].[cH:30]1[cH:31][cH:32][cH:33][cH:34][cH:35]1>>[CH2:1]([CH3:2])[O:3][C:4](=[O:5])[N:8]1[CH2:9][CH2:10][C:11](=[C:14]2[c:15]3[c:16]([cH:25][cH:26][cH:27][cH:28]3)[CH2:17][CH2:18][c:19]3[c:20]2[n:21][cH:22][cH:23][cH:24]3)[CH2:12][CH2:13]1. Reactants: Br (hydrobromic acid), ice, N(=O)[O-].[Na+] (sodium nitrite), IC=1C=C(C=CC1C)N (3-iodo-4-methyl-phenylamine), Br (hydrobromic acid). The yield is 71.0%. Procedure: A mixture of 3-iodo-4-methyl-phenylamine (5.0 g, 21 mmol) and 48% hydrobromic acid (30 ml) was heated at 90° C. for 30 minutes. After cooling in an ice bath, a solution of sodium nitrite (1.7 g, 25.2 mmol) in water (5 ml) was added and stirred for 15 minute. This mixture was added to a mixture of copper bromide (I) (3.6 g, 25.2 mmol), 48% hydrobromic acid (20 ml) and ice (50 g) cooled in an ice bath. After stirring for 20 minutes, the mixture was heated at 90° C. for 1 hour. After stirring at ro... RXN SMILES: [I:1][C:2]1[CH:3]=[C:4](N)[CH:5]=[CH:6][C:7]=1[CH3:8].[BrH:10].N([O-])=O.[Na+]>O.[Cu](Br)Br>[Br:10][C:4]1[CH:5]=[CH:6][C:7]([CH3:8])=[C:2]([I:1])[CH:3]=1 |f:2.3|. Yields the product BrC=1C=CC(=C(C1)I)C (5-bromo-2-methyl-1-iodo-benzene). Reaction conditions: temperature 90 celsius, time 15 minute. Run in O (water), O (water). Reagents/catalysts: [Cu](Br)Br (copper bromide). Starting materials: C(C)(=O)OCCNC(=O)N(C1=NC(=CC(=C1)C)C)CCN(C)C (N-(2-acetoxyethyl)-N'-(2-dimethylamino ethyl)-N'-(4,6-dimethyl-2-pyridyl)urea). Solvent: C(C)O (ethanol). The product is O.O.OCCNC(=O)N(C1=NC(=CC(=C1)C)C)CCN(C)C (N-(2-Hydroxyethyl)-N'-(2-dimethylaminoethyl)-N'-(4,6-dimethyl-2-pyridyl)urea Dihydrate). Reaction SMILES: C([O:4][CH2:5][CH2:6][NH:7][C:8]([N:10]([CH2:19][CH2:20][N:21]([CH3:23])[CH3:22])[C:11]1[CH:16]=[C:15]([CH3:17])[CH:14]=[C:13]([CH3:18])[N:12]=1)=[O:9])(=[O:3])C>C(O)C>[OH2:3].[OH2:3].[OH:4][CH2:5][CH2:6][NH:7][C:8]([N:10]([CH2:19][CH2:20][N:21]([CH3:23])[CH3:22])[C:11]1[CH:16]=[C:15]([CH3:17])[CH:14]=[C:13]([CH3:18])[N:12]=1)=[O:9] |f:2.3.4|. Procedure details: A solution of N-(2-acetoxyethyl)-N'-(2-dimethylamino ethyl)-N'-(4,6-dimethyl-2-pyridyl)urea (11.5 g, 0.034 mole) in 1:1 ethanol-aqueous ammonia (300 ml.) is allowed to overnight at room temperature. The solvent is then removed under vacuum and the residue is crystallized from acetonitrile. The yield of crude product is 7.30 g, m.p. 173-176. Recrystallization from acetonitrile gives pure product melitng at 177°-179° C. Reactants: N (ammonia), C(C)(=O)O (acetic acid), N1CCNCC1 (piperazine), C(C1=CC=CC=C1)N1C(=NC2=C1C(N(C=C2)CC2=CC=CC=C2)=O)S(=O)(=O)C (3,5-dibenzyl-2-methanesulphonyl-3,5-dihydro-imidazo[4,5-c]pyridin-4-one). Run in O (water). Reaction conditions: temperature 150 celsius, time 24 hour. Product: C(C1=CC=CC=C1)N1C(=NC2=C1C(N(C=C2)CC2=CC=CC=C2)=O)N2CCNCC2 (3,5-Dibenzyl-2-(piperazin-1-yl)-3,5-dihydro-imidazo[4,5-c]pyridin-4-one). Yield: 5.5%. Reaction SMILES: C(O)(=O)C.[NH:5]1[CH2:10][CH2:9][NH:8][CH2:7][CH2:6]1.[CH2:11]([N:18]1[C:22]2[C:23](=[O:34])[N:24]([CH2:27][C:28]3[CH:33]=[CH:32][CH:31]=[CH:30][CH:29]=3)[CH:25]=[CH:26][C:21]=2[N:20]=[C:19]1S(C)(=O)=O)[C:12]1[CH:17]=[CH:16][CH:15]=[CH:14][CH:13]=1.N>O>[CH2:11]([N:18]1[C:22]2[C:23](=[O:34])[N:24]([CH2:27][C:28]3[CH:29]=[CH:30][CH:31]=[CH:32][CH:33]=3)[CH:25]=[CH:26][C:21]=2[N:20]=[C:19]1[N:5]1[CH2:10][CH2:9][NH:8][CH2:7][CH2:6]1)[C:12]1[CH:17]=[CH:16][CH:15]=[CH:14][CH:13]=1. Procedure: 660 mg (11 mmol) of glacial acetic acid were added dropwise to 860 mg (10 mmol) of piperazine with cooling, then 180 mg of 3,5-dibenzyl-2-methanesulphonyl-3,5-dihydro-imidazo[4,5-c]pyridin-4-one (crude product from Example 3 h) were added and the mixture was stirred for 24 hours at 150° C. After cooling approx. 10 ml of water were added, the mixture was made alkaline with concentrated ammonia solution and the mixture was extracted three times with 5 ml of dichloromethane. The extracts were dried... Reactants: C(C)C1=CCC(C=2C=C(C(=CC12)NC1=CC=C(C(=O)OCC)C=C1)C)(C)C (ethyl 4-[(8-ethyl-3,5,5-trimethyl-5,6-dihydronaphthalen-2-yl)amino]benzoate), C(C)C1=CCC(C=2C=C(C(=CC12)NC1=CC=C(C(=O)OCC)C=C1)C)(C)C (ethyl 4-[(8-ethyl-3,5,5-trimethyl-5,6-dihydronaphthalen-2-yl)amino]benzoate), C(C)=O (acetaldehyde). Yields the product C(C)N(C1=CC=C(C(=O)OCC)C=C1)C1=CC=2C(=CCC(C2C=C1C)(C)C)CC (Ethyl 4-[Ethyl(8-ethyl-3,5,5-trimethyl-5,6-dihydronaphthalen-2-yl)amino]benzoate). Isolated yield 44.4%. Reaction SMILES: [CH2:1]([C:3]1[C:12]2[CH:11]=[C:10]([NH:13][C:14]3[CH:24]=[CH:23][C:17]([C:18]([O:20][CH2:21][CH3:22])=[O:19])=[CH:16][CH:15]=3)[C:9]([CH3:25])=[CH:8][C:7]=2[C:6]([CH3:27])([CH3:26])[CH2:5][CH:4]=1)[CH3:2].[CH:28](=O)[CH3:29]>>[CH2:28]([N:13]([C:10]1[C:9]([CH3:25])=[CH:8][C:7]2[C:6]([CH3:27])([CH3:26])[CH2:5][CH:4]=[C:3]([CH2:1][CH3:2])[C:12]=2[CH:11]=1)[C:14]1[CH:15]=[CH:16][C:17]([C:18]([O:20][CH2:21][CH3:22])=[O:19])=[CH:23][CH:24]=1)[CH3:29]. Procedure: Following General Procedure D, ethyl 4-[(8-ethyl-3,5,5-trimethyl-5,6-dihydronaphthalen-2-yl)amino]benzoate (Compound 16, 0.25 g, 0.69 mmol) was reacted with acetaldehyde (0.8 mL, 13.8 mmol) to give 0.12 g (43%) of the title compound as a clear oil.